From a dataset of the Open Reaction Database (ORD), a public repository of structured organic reaction records. describe an organic reaction: reactants, conditions, products, and yield The reactants are COc1ccc(C(=O)O)cc1, CC#N, Nc1ccc2ccc(Cl)nc2n1, O. Product: COc1ccc(C(=O)Nc2ccc3ccc(Cl)nc3n2)cc1. As a reaction SMILES: [CH3:1][O:2][c:3]1[cH:4][cH:5][c:6]([C:9]([OH:10])=[O:11])[cH:7][cH:8]1.[CH3:24][C:25]#[N:26].[NH2:12][c:13]1[n:14][c:15]2[n:16][c:17]([Cl:23])[cH:18][cH:19][c:20]2[cH:21][cH:22]1.[OH2:27]>>[CH3:1][O:2][c:3]1[cH:4][cH:5][c:6]([C:9](=[O:11])[NH:12][c:13]2[n:14][c:15]3[n:16][c:17]([Cl:23])[cH:18][cH:19][c:20]3[cH:21][cH:22]2)[cH:7][cH:8]1. RXN SMILES: [Br:14][CH2:15][CH2:16][CH2:17][Cl:18].[CH3:19][C:20](=[O:21])[OH:22].[CH3:1][n:2]1[c:3](=[S:13])[nH:4][n:5][c:6]1[CH:7]1[CH2:8][CH2:9][O:10][CH2:11][CH2:12]1.[CH3:23][CH2:24][OH:25]>>[CH3:1][n:2]1[c:3]([S:13][CH2:15][CH2:16][CH2:17][Cl:18])[n:4][n:5][c:6]1[CH:7]1[CH2:8][CH2:9][O:10][CH2:11][CH2:12]1. The reactants are ClCCCBr, CC(=O)O, Cn1c(C2CCOCC2)n[nH]c1=S, CCO. Product: Cn1c(SCCCCl)nnc1C1CCOCC1. Starting materials: COC(=S)c1cc(Br)c(C)s1, O=C([O-])[O-], COc1ccc(N)cc1, [Cs+], [Cs+], CC(=O)[O-], CC(=O)[O-], [Pd+2]. Product: COC(=S)c1cc(Nc2ccc(OC)cc2)c(C)s1. As a reaction SMILES: [Br:1][c:2]1[cH:3][c:4]([C:8](=[S:9])[O:10][CH3:11])[s:5][c:6]1[CH3:7].[C:12](=[O:13])([O-:14])[O-:15].[CH3:18][O:19][c:20]1[cH:21][cH:22][c:23]([NH2:26])[cH:24][cH:25]1.[Cs+:16].[Cs+:17].[O-:28][C:29]([CH3:30])=[O:31].[O-:32][C:33]([CH3:34])=[O:35].[Pd+2:27]>>[c:2]1([NH:26][c:23]2[cH:22][cH:21][c:20]([O:19][CH3:18])[cH:25][cH:24]2)[cH:3][c:4]([C:8](=[S:9])[O:10][CH3:11])[s:5][c:6]1[CH3:7]. Reactants: BrCCCCl (1-bromo-3-chloropropane), CC1=NOC(=N1)C=1N=CC=2NC3=CC=CC=C3C2C1 (3-(3-methyl-1,2,4-oxadiazol-5-yl)-β-carboline), [H-].[Na+] (sodium hydride), oil. The solvent is CN(C)C=O (DMF), CN(C)C=O (DMF). Reaction conditions: time 1 hour. Yields the product ClCCCN1C2=CC=CC=C2C=2C=C(N=CC12)C1=NC(=NO1)C (9-(3-Chloro-1-propyl)-3-(3-methyl-1,2,4-oxadiazol-5-yl)-β-carboline). The yield is 80.7%. Reaction SMILES: [CH3:1][C:2]1[N:6]=[C:5]([C:7]2[N:8]=[CH:9][C:10]3[NH:11][C:12]4[C:17]([C:18]=3[CH:19]=2)=[CH:16][CH:15]=[CH:14][CH:13]=4)[O:4][N:3]=1.[H-].[Na+].Br[CH2:23][CH2:24][CH2:25][Cl:26]>CN(C=O)C>[Cl:26][CH2:25][CH2:24][CH2:23][N:11]1[C:10]2[CH:9]=[N:8][C:7]([C:5]3[O:4][N:3]=[C:2]([CH3:1])[N:6]=3)=[CH:19][C:18]=2[C:17]2[C:12]1=[CH:13][CH:14]=[CH:15][CH:16]=2 |f:1.2|. Procedure: To a solution of 3-(3-methyl-1,2,4-oxadiazol-5-yl)-β-carboline (2.00 g, 0.008 mol) in anhydrous DMF (50 mL) was added 50% sodium hydride in mineral oil (0.42 g, 0.01 mol). The mixture was stirred for 1 h at room temperature, and then carefully added to a solution of 1-bromo-3-chloropropane (1.39 g, 0.0088 mol) in anhydrous DMF (150 mL). The resulting mixture was stirred at ambient temperature over night. The reaction mixture was concentrated in vacuo, and the crude product was purified on a sili...